This data is from the Open Reaction Database (ORD), a public repository of structured organic reaction records. The task is: describe an organic reaction: reactants, conditions, products, and yield Starting materials: [OH-].[Na+] (sodium hydroxide), O (water), Cl (hydrochloric acid), C1(CCCCC1)C[C@@H]1N(C(O[C@H]1[C@@H](O)C1CC1)(C)C)C(=O)OC(C)(C)C (tert-butyl (4S,5R)-4-(cyclohexylmethyl)-5-[(S)-cyclopropylhydroxymethyl]-2,2-dimethyl-3-oxazolidinecarboxylate). The solvent is CO (methanol), CCOCC (ether). Conditions: time 3 hour. Product: N[C@H]([C@H]([C@@H](O)C1CC1)O)CC1CCCCC1 ((1S,2R,3S)-3-amino-4-cyclohexyl-1-cyclopropyl-1,2-butanediol). The yield is 66.1%. Reaction SMILES: [CH:1]1([CH2:7][C@H:8]2[C@H:12]([C@H:13]([CH:15]3[CH2:17][CH2:16]3)[OH:14])[O:11]C(C)(C)[N:9]2C(OC(C)(C)C)=O)[CH2:6][CH2:5][CH2:4][CH2:3][CH2:2]1.O.Cl.[OH-].[Na+]>CO.CCOCC>[NH2:9][C@@H:8]([CH2:7][CH:1]1[CH2:6][CH2:5][CH2:4][CH2:3][CH2:2]1)[C@@H:12]([OH:11])[C@H:13]([CH:15]1[CH2:17][CH2:16]1)[OH:14] |f:3.4|. Procedure details: 1.42 g (3.86 mmol) of tert-butyl (4S,5R)-4-(cyclohexylmethyl)-5-[(S)-cyclopropylhydroxymethyl]-2,2-dimethyl-3-oxazolidinecarboxylate dissolved in 15 ml of methanol and 10 ml of water are treated with 4 ml of 7.5N hydrochloric acid and stirred at 50° for 3 hours. The reaction solution is cooled to 3° in an ice bath, treated dropwise with 4 ml of 7.5N sodium hydroxide solution and stirred for 1 hour. The suspension obtained is evaporated under reduced pressure, the water is removed azeotropically ... The reactants are CC(=O)O[BH-](OC(C)=O)OC(C)=O, O=C([O-])O, CC(=O)O, ClC(Cl)Cl, O=Cc1nc2c(cc1Cl)SCC(=O)N2, COc1ccc2ncc(=O)n(CCN3CCC(N)CC3)c2c1, [Na+], [Na+]. Product: COc1ccc2ncc(=O)n(CCN3CCC(NCc4nc5c(cc4Cl)SCC(=O)N5)CC3)c2c1. Reaction SMILES: [C:37]([O:38][BH-:39]([O:40][C:41](=[O:42])[CH3:43])[O:44][C:45](=[O:46])[CH3:47])(=[O:48])[CH3:49].[C:51](=[O:52])([O-:53])[OH:54].[CH3:56][C:57](=[O:58])[OH:59].[CH:60]([Cl:61])([Cl:62])[Cl:63].[Cl:23][c:24]1[cH:25][c:26]2[c:31]([n:32][c:33]1[CH:34]=[O:35])[NH:30][C:29](=[O:36])[CH2:28][S:27]2.[NH2:1][CH:2]1[CH2:3][CH2:4][N:5]([CH2:8][CH2:9][n:10]2[c:11](=[O:22])[cH:12][n:13][c:14]3[cH:15][cH:16][c:17]([O:20][CH3:21])[cH:18][c:19]23)[CH2:6][CH2:7]1.[Na+:50].[Na+:55]>>[NH:1]([CH:2]1[CH2:3][CH2:4][N:5]([CH2:8][CH2:9][n:10]2[c:11](=[O:22])[cH:12][n:13][c:14]3[cH:15][cH:16][c:17]([O:20][CH3:21])[cH:18][c:19]23)[CH2:6][CH2:7]1)[CH2:34][c:33]1[c:24]([Cl:23])[cH:25][c:26]2[c:31]([n:32]1)[NH:30][C:29](=[O:36])[CH2:28][S:27]2. The product is CC(=O)C1CCC2C3CCC4CC(O)C(OCCN5CCOCC5)CC4(C)C3C(=O)CC12C. As a reaction SMILES: [CH2:29]1[CH2:30][O:31][CH2:32][CH2:33][NH:34]1.[Cl:1][CH2:2][CH2:3][O:4][CH:5]1[CH:6]([OH:28])[CH2:7][CH:8]2[CH2:9][CH2:10][CH:11]3[CH:12]4[CH2:13][CH2:14][CH:15]([C:16]([CH3:17])=[O:18])[C:19]4([CH3:27])[CH2:20][C:21](=[O:26])[CH:22]3[C:23]2([CH3:25])[CH2:24]1>>[CH2:2]([CH2:3][O:4][CH:5]1[CH:6]([OH:28])[CH2:7][CH:8]2[CH2:9][CH2:10][CH:11]3[CH:12]4[CH2:13][CH2:14][CH:15]([C:16]([CH3:17])=[O:18])[C:19]4([CH3:27])[CH2:20][C:21](=[O:26])[CH:22]3[C:23]2([CH3:25])[CH2:24]1)[N:34]1[CH2:29][CH2:30][O:31][CH2:32][CH2:33]1. Starting materials: C1COCCN1, CC(=O)C1CCC2C3CCC4CC(O)C(OCCCl)CC4(C)C3C(=O)CC12C.